This data is from the Open Reaction Database (ORD), a public repository of structured organic reaction records. The task is: describe an organic reaction: reactants, conditions, products, and yield Reactants: C1(=CC=CC=C1)P(C1=CC=CC=C1)C1=CC=CC=C1 (triphenylphosphine), C(Br)(Br)(Br)Br (carbon tetrabromide), C(C)OC(NC1C(C2=CC(=CC=C2CC1)CCO)CC1=CC(=CC=C1)Cl)=O ([1-(3-chloro-benzyl)-7-(2-hydroxy-ethyl)-1,2,3,4-tetrahydro-naphthalen-2-yl]-carbamic acid ethyl ester). The solvent is C(Cl)Cl (CH2Cl2). Reaction conditions: time 1 hour. Yields the product C(C)OC(NC1C(C2=CC(=CC=C2CC1)CCBr)CC1=CC(=CC=C1)Cl)=O ([7-(2-Bromo-ethyl)-1-(3-chloro-benzyl)-1,2,3,4-tetrahydro-naphthalen-2-yl]-carbamic acid ethyl ester). Yield: 43.0%. Reaction SMILES: [CH2:1]([O:3][C:4](=[O:27])[NH:5][CH:6]1[CH2:15][CH2:14][C:13]2[C:8](=[CH:9][C:10]([CH2:16][CH2:17]O)=[CH:11][CH:12]=2)[CH:7]1[CH2:19][C:20]1[CH:25]=[CH:24][CH:23]=[C:22]([Cl:26])[CH:21]=1)[CH3:2].C1(P(C2C=CC=CC=2)C2C=CC=CC=2)C=CC=CC=1.C(Br)(Br)(Br)[Br:48]>C(Cl)Cl>[CH2:1]([O:3][C:4](=[O:27])[NH:5][CH:6]1[CH2:15][CH2:14][C:13]2[C:8](=[CH:9][C:10]([CH2:16][CH2:17][Br:48])=[CH:11][CH:12]=2)[CH:7]1[CH2:19][C:20]1[CH:25]=[CH:24][CH:23]=[C:22]([Cl:26])[CH:21]=1)[CH3:2]. Reported procedure: To a solution of [1-(3-chloro-benzyl)-7-(2-hydroxy-ethyl)-1,2,3,4-tetrahydro-naphthalen-2-yl]-carbamic acid ethyl ester (554 mg, 1.428 mmol) in 15 ml dry CH2Cl2 cooled to 0° C. was added triphenylphosphine (562 mg, 2.142 mmol) and carbon tetrabromide (0.208 ml, 2.142 mmol). The mixture was stirred for 1 h, after which solvents were evaporated. The residue was purified by chromatography to obtain 277 mg of product as a white solid. Reactants: OC1=C(C=C(C=C1)C1NC=2C=CC(=CC2C2C3=C(CCC12)C=CC=C3)C#N)OC (6-(4-Hydroxy-3-methoxy-phenyl)-5,6,6a,7,8,12b-hexahydro-benzo[k]phenanthridine-2-carbonitrile), C(=O)(C(F)(F)F)O (TFA), [BH4-].[Na+] (sodium borohydride). Run in C1CCOC1 (THF), C1CCOC1 (THF). Product: NCC1=CC=2C3C4=C(CCC3C(NC2C=C1)C1=CC(=C(C=C1)O)OC)C=CC=C4 (4-(2-Aminomethyl-5,6,6a,7,8,12b-hexahydro-benzo[k]phenanthridin-6-yl)-2-methoxy-phenol). As a reaction SMILES: [OH:1][C:2]1[CH:7]=[CH:6][C:5]([CH:8]2[CH:21]3[CH:16]([C:17]4[CH:25]=[CH:24][CH:23]=[CH:22][C:18]=4[CH2:19][CH2:20]3)[C:15]3[CH:14]=[C:13]([C:26]#[N:27])[CH:12]=[CH:11][C:10]=3[NH:9]2)=[CH:4][C:3]=1[O:28][CH3:29].[BH4-].[Na+].C(O)(C(F)(F)F)=O>C1COCC1>[NH2:27][CH2:26][C:13]1[CH:12]=[CH:11][C:10]2[NH:9][CH:8]([C:5]3[CH:6]=[CH:7][C:2]([OH:1])=[C:3]([O:28][CH3:29])[CH:4]=3)[CH:21]3[CH:16]([C:17]4[CH:25]=[CH:24][CH:23]=[CH:22][C:18]=4[CH2:19][CH2:20]3)[C:15]=2[CH:14]=1 |f:1.2|. Reported procedure: 6-(4-Hydroxy-3-methoxy-phenyl)-5,6,6a,7,8,12b-hexahydro-benzo[k]phenanthridine-2-carbonitrile (0.1 mmol; 38.2 mg) was added at 10° C. to a mixture obtained by pre-treating sodium borohydride (600 mg) in 4 mL of THF with a mixture of THF (2 mL) and TFA (1.2 mL). The reaction mixture was reacted overnight before quenching with 1 mL of 10% HCl solution. The mixture was further heated for 1 hour before it was extracted using ammonium hydroxide and water. The organic phase was dried over magnesium su... The reactants are FC1=CC(=C(OC2=CC=C(C=C2)C2=CC=CN3C2=NS(CC3)(=O)=O)C=C1)C (9-[4-(4-fluoro-2-methylphenoxy)phenyl]-3,4-dihydropyrido[2,1-c][1,2,4]thiadiazine 2,2-dioxide). The reagents and catalysts are [Pt](=O)=O (Platinum(IV) oxide). Run in C1CCOC1 (THF), CO (MeOH). Reaction conditions: temperature 50 celsius, time 4 hour. Yields the product FC1=CC(=C(OC2=CC=C(C=C2)C2CCCN3C2=NS(CC3)(=O)=O)C=C1)C (9-[4-(4-fluoro-2-methylphenoxy)phenyl]-3,4,6,7,8,9-hexahydropyrido[2,1-c][1,2,4]thiadiazine 2,2-dioxide). Isolated yield 37.6%. RXN SMILES: [F:1][C:2]1[CH:26]=[CH:25][C:5]([O:6][C:7]2[CH:12]=[CH:11][C:10]([C:13]3[C:18]4=[N:19][S:20](=[O:24])(=[O:23])[CH2:21][CH2:22][N:17]4[CH:16]=[CH:15][CH:14]=3)=[CH:9][CH:8]=2)=[C:4]([CH3:27])[CH:3]=1>C1COCC1.CO.[Pt](=O)=O>[F:1][C:2]1[CH:26]=[CH:25][C:5]([O:6][C:7]2[CH:8]=[CH:9][C:10]([CH:13]3[C:18]4=[N:19][S:20](=[O:24])(=[O:23])[CH2:21][CH2:22][N:17]4[CH2:16][CH2:15][CH2:14]3)=[CH:11][CH:12]=2)=[C:4]([CH3:27])[CH:3]=1. Procedure details: Platinum(IV) oxide (30 mg) was added to a solution of 9-[4-(4-fluoro-2-methylphenoxy)phenyl]-3,4-dihydropyrido[2,1-c][1,2,4]thiadiazine 2,2-dioxide (303 mg) in THF (dry) (30 mL) and MeOH (30 mL) and the mixture was stirred at 50° C. under hydrogen for 4 hr. The starting material was purified by column chromatography (NH silica gel, eluted with MeOH in EtOAc) and recovered. Platinum(IV) oxide (30 mg) was added to a solution of the purified starting material in THF (dry) (30 mL) and MeOH (30 mL) a... The reactants are CC=1C(=CC=C2CCNC12)[N+](=O)[O-] (2,3-dihydro-7-methyl-6-nitroindole), ClC=1C(C(=C(C(C1Cl)=O)C#N)C#N)=O (2,3-dichloro-5,6-dicyano-1,4-benzoquinone), C(Cl)Cl (methylene chloride), C([O-])([O-])=O.[K+].[K+] (potassium carbonate). The solvent is C1=CC=CC=C1 (benzene). The product is CC=1C(=CC=C2C=CNC12)[N+](=O)[O-] (7-methyl-6-nitroindole). The yield is 99.5%. RXN SMILES: [CH3:1][C:2]1[C:3]([N+:11]([O-:13])=[O:12])=[CH:4][CH:5]=[C:6]2[C:10]=1[NH:9][CH2:8][CH2:7]2.ClC1C(=O)C(C#N)=C(C#N)C(=O)C=1Cl.C(=O)([O-])[O-].[K+].[K+].C(Cl)Cl>C1C=CC=CC=1>[CH3:1][C:2]1[C:3]([N+:11]([O-:13])=[O:12])=[CH:4][CH:5]=[C:6]2[C:10]=1[NH:9][CH:8]=[CH:7]2 |f:2.3.4|. Procedure: A solution of 2,3-dihydro-7-methyl-6-nitroindole (3.1 g, 17.4 mmol) in 75 mL of benzene is treated with 2,3-dichloro-5,6-dicyano-1,4-benzoquinone (DDQ, 4.34 g, 19.1 mmol). The solution turns black and over the next 15 minutes, turns to green with a green precipitate. This mixture is distributed between 400 mL of aqueous potassium carbonate solution and 500 mL of methylene chloride. The organic solution is removed, dried over magnesium sulfate, filtered and evaporated to dryness on a rotary evapo... Reactants: C1(=CC=CC=C1)P(C1=CC=CC=C1)C1=CC=CC=C1 (Triphenylphosphine), C[Si](C)(C)C#C (trimethylsilylacetylen), IC1=CC(=NC=C1)C (4-Iodo-2-methyl-pyridine). Reagents/catalysts: C1=CC=C(C=C1)P(C2=CC=CC=C2)C3=CC=CC=C3.C1=CC=C(C=C1)P(C2=CC=CC=C2)C3=CC=CC=C3.Cl[Pd]Cl (bis(triphenylphosphine)palladium(II)chloride), [Cu]I (Copper(I)iodide). Run in C1CCOC1 (THF), C(C)N(CC)CC (triethyl amine). Conditions: time 1 hour. The product is CC1=NC=CC(=C1)C#C[Si](C)(C)C (2-Methyl-4-trimethylsilanylethynyl-pyridine), liquid. The yield is 99.0%. Reaction SMILES: I[C:2]1[CH:7]=[CH:6][N:5]=[C:4]([CH3:8])[CH:3]=1.C1(P(C2C=CC=CC=2)C2C=CC=CC=2)C=CC=CC=1.[CH3:28][Si:29]([C:32]#[CH:33])([CH3:31])[CH3:30]>C1COCC1.C(N(CC)CC)C.C1C=CC(P(C2C=CC=CC=2)C2C=CC=CC=2)=CC=1.C1C=CC(P(C2C=CC=CC=2)C2C=CC=CC=2)=CC=1.Cl[Pd]Cl.[Cu]I>[CH3:8][C:4]1[CH:3]=[C:2]([C:33]#[C:32][Si:29]([CH3:31])([CH3:30])[CH3:28])[CH:7]=[CH:6][N:5]=1 |f:5.6.7|. Reported procedure: 4-Iodo-2-methyl-pyridine (9.5 g, 41.8 mmol) was dissolved in 150 mL dry THF and 18 mL triethyl amine. This mixture was evacuated and backfilled with argon several times to remove oxygen from the solution. Triphenylphosphine (341 mg, 1.25 mmol) and bis(triphenylphosphine)palladium(II)chloride (1.47 g, 2.09 mmol) were added and the reaction mixture was stirred at RT for 1 h. Copper(I)iodide (248 mg, 1.3 mmol) and trimethylsilylacetylen (6.39 g, 6.50 mmol) were added. The reaction mixture was stirr... The reactants are B, Cc1cc(N2CCC(C(=O)N3CCN(S(=O)(=O)c4ccc(Br)cc4)CC3)CC2)nc(C)n1, C1CCOC1, CSC, Cl, [NH2-], [Na+], [OH-]. The product is Cc1cc(N2CCC(CN3CCN(S(=O)(=O)c4ccc(Br)cc4)CC3)CC2)nc(C)n1. As a reaction SMILES: [BH3:37].[Br:2][c:3]1[cH:4][cH:5][c:6]([S:9](=[O:10])(=[O:11])[N:12]2[CH2:13][CH2:14][N:15]([C:18](=[O:19])[CH:20]3[CH2:21][CH2:22][N:23]([c:26]4[n:27][c:28]([CH3:33])[n:29][c:30]([CH3:32])[cH:31]4)[CH2:24][CH2:25]3)[CH2:16][CH2:17]2)[cH:7][cH:8]1.[CH2:41]1[O:42][CH2:43][CH2:44][CH2:45]1.[CH3:34][S:35][CH3:36].[ClH:38].[NH2-:1].[Na+:40].[OH-:39]>>[Br:2][c:3]1[cH:4][cH:5][c:6]([S:9](=[O:10])(=[O:11])[N:12]2[CH2:13][CH2:14][N:15]([CH2:18][CH:20]3[CH2:21][CH2:22][N:23]([c:26]4[n:27][c:28]([CH3:33])[n:29][c:30]([CH3:32])[cH:31]4)[CH2:24][CH2:25]3)[CH2:16][CH2:17]2)[cH:7][cH:8]1.